Dataset: the Open Reaction Database (ORD), a public repository of structured organic reaction records. Task: describe an organic reaction: reactants, conditions, products, and yield Starting materials: 575, C(COC(=O)CS)OC(=O)CS (GDMA), thiol, CC(CCO)=C (3-methyl-3-butene-1-ol), II (Iodine), thiol. Run in high density polyethylene. Conditions: temperature 60 celsius, time 40 minute. Product: C(COC(=O)CS)OC(=O)CS.CC(CCO)=C (GDMA 3-methyl-3-butene-1-ol). As a reaction SMILES: [CH2:1]([O:8][C:9]([CH2:11][SH:12])=[O:10])[CH2:2][O:3][C:4]([CH2:6][SH:7])=[O:5].[CH3:13][C:14](=[CH2:18])[CH2:15][CH2:16][OH:17].II>>[CH2:2]([O:3][C:4]([CH2:6][SH:7])=[O:5])[CH2:1][O:8][C:9]([CH2:11][SH:12])=[O:10].[CH3:18][C:14](=[CH2:13])[CH2:15][CH2:16][OH:17] |f:3.4|. Procedure details: The flask was set up for reaction and agitation as described in Example 6. No heat was initially added to the flask containing the GDMA. The addition funnel containing the 3-methyl-3-butene-1-ol was placed on the second neck of the flask and a slow drip was started. The reaction exotherm was mild and the addition was completed in 40 minutes. The flask was then heated to 60° C. and held for one hour. Iodine titration indicated a significant amount of free thiol remaining (3.72 meq/g). Lupersol 57... The reactants are ClC=1N=C(C2=C(N1)C=CC(=N2)CN2CC(C2)N2CC(NCC2)=O)N2CCOCC2 (4-(1-((2-chloro-4-morpholinopyrido[3,2-d]pyrimidin-6-yl)methyl)azetidin-3-yl)piperazin-2-one), [Si](C)(C)(C(C)(C)C)N1C=CC2=C(C(=CC=C12)F)B1OC(C(O1)(C)C)(C)C (1-(tert-butyldimethylsilyl)-5-fluoro-4-(4,4,5,5-tetramethyl-1,3,2-dioxaborolan-2-yl)-1H-indole). Yields the product FC=1C(=C2C=CNC2=CC1)C=1N=C(C2=C(N1)C=CC(=N2)CN2CC(C2)N2CC(NCC2)=O)N2CCOCC2 (4-(1-((2-(5-fluoro-1H-indol-4-yl)-4-morpholinopyrido[3,2-d]pyrimidin-6-yl)methyl)azetidin-3-yl)piperazin-2-one). RXN SMILES: Cl[C:2]1[N:3]=[C:4]([N:24]2[CH2:29][CH2:28][O:27][CH2:26][CH2:25]2)[C:5]2[N:11]=[C:10]([CH2:12][N:13]3[CH2:16][CH:15]([N:17]4[CH2:22][CH2:21][NH:20][C:19](=[O:23])[CH2:18]4)[CH2:14]3)[CH:9]=[CH:8][C:6]=2[N:7]=1.[Si]([N:37]1[C:45]2[C:40](=[C:41](B3OC(C)(C)C(C)(C)O3)[C:42]([F:46])=[CH:43][CH:44]=2)[CH:39]=[CH:38]1)(C(C)(C)C)(C)C>>[F:46][C:42]1[C:41]([C:2]2[N:3]=[C:4]([N:24]3[CH2:29][CH2:28][O:27][CH2:26][CH2:25]3)[C:5]3[N:11]=[C:10]([CH2:12][N:13]4[CH2:16][CH:15]([N:17]5[CH2:22][CH2:21][NH:20][C:19](=[O:23])[CH2:18]5)[CH2:14]4)[CH:9]=[CH:8][C:6]=3[N:7]=2)=[C:40]2[C:45](=[CH:44][CH:43]=1)[NH:37][CH:38]=[CH:39]2. Procedure details: 4-(1-((2-chloro-4-morpholinopyrido[3,2-d]pyrimidin-6-yl)methyl)azetidin-3-yl)piperazin-2-one (87 mg) was reacted with 1-(tert-butyldimethylsilyl)-5-fluoro-4-(4,4,5,5-tetramethyl-1,3,2-dioxaborolan-2-yl)-1H-indole via General Procedure A to produce 46.1 mg of 127 following reverse phase HPLC purification. MS (Q1) 517.3 (M)+ The reactants are C1CCOC1, Oc1ccc(F)cc1, CCOC(=O)N=NC(=O)OCC, OCC1CC2CN(c3ccc(Cl)cn3)CCN2C1, c1ccc(P(c2ccccc2)c2ccccc2)cc1. Yields the product Fc1ccc(OCC2CC3CN(c4ccc(Cl)cn4)CCN3C2)cc1. RXN SMILES: [CH2:58]1[O:59][CH2:60][CH2:61][CH2:62]1.[F:19][c:20]1[cH:21][cH:22][c:23]([OH:26])[cH:24][cH:25]1.[O:46]=[C:47]([O:48][CH2:49][CH3:50])[N:51]=[N:52][C:53]([O:54][CH2:55][CH3:56])=[O:57].[OH:1][CH2:2][CH:3]1[CH2:4][CH:5]2[N:6]([CH2:7][CH2:8][N:9]([c:11]3[n:12][cH:13][c:14]([Cl:17])[cH:15][cH:16]3)[CH2:10]2)[CH2:18]1.[c:27]1([P:28]([c:29]2[cH:30][cH:31][cH:32][cH:33][cH:34]2)[c:35]2[cH:36][cH:37][cH:38][cH:39][cH:40]2)[cH:41][cH:42][cH:43][cH:44][cH:45]1>>[O:1]([CH2:2][CH:3]1[CH2:4][CH:5]2[N:6]([CH2:7][CH2:8][N:9]([c:11]3[n:12][cH:13][c:14]([Cl:17])[cH:15][cH:16]3)[CH2:10]2)[CH2:18]1)[c:23]1[cH:22][cH:21][c:20]([F:19])[cH:25][cH:24]1. Reactants: C(=O)=O (carbon dioxide), [OH-].[Ba+2].[OH-] (barium hydroxide), NCC(=O)O (glycine). Reagents/catalysts: C=1C=CC2=C(C1)C(=O)OC2(C=3C=CC(=CC3)O)C=4C=CC(=CC4)O (phenolphthalein). The solvent is O (water), O (water). Product: [Ba+2].C(N)([O-])=O.NCC(=O)O.C(N)([O-])=O (glycine carbamate barium salt). The yield is 84.0%. RXN SMILES: [OH-].[Ba+2:2].[OH-].[NH2:4][CH2:5][C:6]([OH:8])=[O:7].[C:9](=[O:11])=[O:10]>O.C1C=CC2C(C3C=CC(O)=CC=3)(C3C=CC(O)=CC=3)OC(=O)C=2C=1>[Ba+2:2].[C:9](=[O:11])([O-:10])[NH2:4].[NH2:4][CH2:5][C:6]([OH:8])=[O:7].[C:9](=[O:11])([O-:10])[NH2:4] |f:0.1.2,7.8.9.10|. Procedure: To a solution of barium hydroxide (160 g, 0.93 mole) in water (3.5 L), a solution of glycine (37.5 g, 0.5 mole) in water (200 ml) was added. After adding phenolphthalein (several drops), carbon dioxide gas was bubbled into the reaction mixture, at a constant rate, until the pink color of the indicator disappeared. The reaction mixture was cooled and filtered to obtain 105 g (84%) glycine carbamate barium salt (Ba++ - O2CNHCH2CO2-) The reactants are ClC(Cl)(Cl)Cl, ClCCl, CC#N, CC12CC(CCCCCO)C3c4ccc(O)cc4CCC3C1CCC2O, c1ccc(P(c2ccccc2)c2ccccc2)cc1. Yields the product CC12CC(CCCCCCl)C3c4ccc(O)cc4CCC3C1CCC2O. Reaction SMILES: [C:49]([Cl:50])([Cl:51])([Cl:52])[Cl:53].[CH2:46]([Cl:47])[Cl:48].[CH3:54][C:55]#[N:56].[OH:1][CH2:2][CH2:3][CH2:4][CH2:5][CH2:6][CH:7]1[CH:8]2[c:9]3[cH:10][cH:11][c:12]([OH:26])[cH:13][c:14]3[CH2:15][CH2:16][CH:17]2[CH:18]2[CH2:19][CH2:20][CH:21]([OH:25])[C:22]2([CH3:23])[CH2:24]1.[c:27]1([P:28]([c:29]2[cH:30][cH:31][cH:32][cH:33][cH:34]2)[c:35]2[cH:36][cH:37][cH:38][cH:39][cH:40]2)[cH:41][cH:42][cH:43][cH:44][cH:45]1>>[CH2:2]([CH2:3][CH2:4][CH2:5][CH2:6][CH:7]1[CH:8]2[c:9]3[cH:10][cH:11][c:12]([OH:26])[cH:13][c:14]3[CH2:15][CH2:16][CH:17]2[CH:18]2[CH2:19][CH2:20][CH:21]([OH:25])[C:22]2([CH3:23])[CH2:24]1)[Cl:47].